Dataset: the Open Reaction Database (ORD), a public repository of structured organic reaction records. Task: describe an organic reaction: reactants, conditions, products, and yield The reactants are C(CCCC)(=O)C1=C(OC2=C1C=CC=C2)C=2C=C1C=CC(=CC1=CC2)OC(C(=O)OCC)CC2=CC=CC=C2 (ethyl 2-{[6-(3-pentanoyl-1-benzofuran-2-yl)-2-naphthyl]oxy}-3-phenylpropanoate), [OH-].[K+] (potassium hydroxide). The solvent is C1CCOC1 (THF), O (water), O (water). Reaction conditions: time 2 hour. The product is C(CCCC)(=O)C1=C(OC2=C1C=CC=C2)C=2C=C1C=CC(=CC1=CC2)OC(C(=O)O)CC2=CC=CC=C2 (2-{[6-(3-Pentanoyl-1-benzofuran-2-yl)-2-naphthyl]oxy}-3-phenylpropanoic acid). Isolated yield 73.9%. Reaction SMILES: [C:1]([C:7]1[C:11]2[CH:12]=[CH:13][CH:14]=[CH:15][C:10]=2[O:9][C:8]=1[C:16]1[CH:17]=[C:18]2[C:23](=[CH:24][CH:25]=1)[CH:22]=[C:21]([O:26][CH:27]([CH2:33][C:34]1[CH:39]=[CH:38][CH:37]=[CH:36][CH:35]=1)[C:28]([O:30]CC)=[O:29])[CH:20]=[CH:19]2)(=[O:6])[CH2:2][CH2:3][CH2:4][CH3:5].[OH-].[K+]>C1COCC1.O>[C:1]([C:7]1[C:11]2[CH:12]=[CH:13][CH:14]=[CH:15][C:10]=2[O:9][C:8]=1[C:16]1[CH:17]=[C:18]2[C:23](=[CH:24][CH:25]=1)[CH:22]=[C:21]([O:26][CH:27]([CH2:33][C:34]1[CH:35]=[CH:36][CH:37]=[CH:38][CH:39]=1)[C:28]([OH:30])=[O:29])[CH:20]=[CH:19]2)(=[O:6])[CH2:2][CH2:3][CH2:4][CH3:5] |f:1.2|. Procedure: A mixture of ethyl 2-{[6-(3-pentanoyl-1-benzofuran-2-yl)-2-naphthyl]oxy}-3-phenylpropanoate (4.10 g, 7.88 mmol), potassium hydroxide (1.35 g, 24.1 mmol) in THF (66 mL) and water (66 mL) was stirred for 2 hours at room temperature. The mixture was poured into excess water and washed with diethyl ether. The aqueous phase was acidified with 2N hydrochloric acid and extracted with ethyl acetate. The organic extract was washed with brine, dried over anhydrous magnesium sulfate, filtered and concentra...